The task is: describe an organic reaction: reactants, conditions, products, and yield. This data is from the Open Reaction Database (ORD), a public repository of structured organic reaction records. Reactants: C(C)OC(C1=CC=C(C=C1)N1C=CC2=CC(=C(C=C12)C(F)(F)F)N(C)C)=O (4-(5-dimethylamino-6-trifluoromethylindol-1-yl)benzoic acid ethyl ester), P(=O)(Cl)(Cl)Cl (phosphoryl chloride), CN(C=O)C (N,N-dimethylformamide), Cl (hydrochloric acid), [OH-].[Na+] (sodium hydroxide). Run at time 16 hour. Product: C(C)OC(C1=CC=C(C=C1)N1C=C(C2=CC(=C(C=C12)C(F)(F)F)NC)C=O)=O (4-(3-Formyl-5-methylamino-6-trifluoromethylindol-1-yl)benzoic acid ethyl ester). As a reaction SMILES: [CH2:1]([O:3][C:4](=[O:27])[C:5]1[CH:10]=[CH:9][C:8]([N:11]2[C:19]3[C:14](=[CH:15][C:16]([N:24]([CH3:26])C)=[C:17]([C:20]([F:23])([F:22])[F:21])[CH:18]=3)[CH:13]=[CH:12]2)=[CH:7][CH:6]=1)[CH3:2].P(Cl)(Cl)(Cl)=O.[OH-].[Na+].Cl.CN(C)[CH:38]=[O:39]>>[CH2:1]([O:3][C:4](=[O:27])[C:5]1[CH:6]=[CH:7][C:8]([N:11]2[C:19]3[C:14](=[CH:15][C:16]([NH:24][CH3:26])=[C:17]([C:20]([F:22])([F:23])[F:21])[CH:18]=3)[C:13]([CH:38]=[O:39])=[CH:12]2)=[CH:9][CH:10]=1)[CH3:2] |f:2.3|. Procedure: To a solution of 4-(5-dimethylamino-6-trifluoromethylindol-1-yl)benzoic acid ethyl ester (0.054 g) in N,N-dimethylformamide (2 mL) was added phosphoryl chloride (0.026 g) under ice cooling, and this mixture was stirred at room temperature for 16 hours. To this mixture was added 2 mol/L aqueous sodium hydroxide solution (5 mL), and this resulting mixture was stirred at 50° C. for 30 minutes. After cooling to ambient temperature, 1 mol/L hydrochloric acid (10 mL) was added to this mixture, and the... Starting materials: ClC1=C(C(=O)C(C(=O)OCC)C(=O)OCC)C=C(C(=C1Cl)F)F (diethyl 2-(2,3-dichloro-4,5-difluorobenzoyl)malonate), C1(=CC=C(C=C1)S(=O)(=O)O)C (p-toluenesulfonic acid). The solvent is O (water). The product is ClC1=C(C(=O)CC(=O)OCC)C=C(C(=C1Cl)F)F (Ethyl 2-(2,3-dichloro-4,5-difluorobenzoyl)acetate). The yield is 54.3%. RXN SMILES: [Cl:1][C:2]1[C:20]([Cl:21])=[C:19]([F:22])[C:18]([F:23])=[CH:17][C:3]=1[C:4]([CH:6](C(OCC)=O)[C:7]([O:9][CH2:10][CH3:11])=[O:8])=[O:5].C1(C)C=CC(S(O)(=O)=O)=CC=1>O>[Cl:1][C:2]1[C:20]([Cl:21])=[C:19]([F:22])[C:18]([F:23])=[CH:17][C:3]=1[C:4]([CH2:6][C:7]([O:9][CH2:10][CH3:11])=[O:8])=[O:5]. Reported procedure: To an emulsion of diethyl 2-(2,3-dichloro-4,5-difluorobenzoyl)malonate (9.71 g) in water (11.2 ml) was added p-toluenesulfonic acid (11.2 mg) and refluxed for 3 hours with stirring vigorously. After cooling, the reaction mixture was extracted with dichloromethane. The organic layer was washed with 7% aqueous sodium carbonate solution and then with water successively, dried over anhydrous sodium sulfate and concentrated. The residue was recrystallized from n-hexane to give the title compound (4.2... Reactants: COC=1N=C(C(=NC1)C(=O)O)C (5-methoxy-3-methylpyrazine-2-carboxylic acid), FC(CO)(F)F (2,2,2,-trifluoroethanol). Product: CC=1C(=NC=C(N1)OCC(F)(F)F)C(=O)O (3-methyl-5-(2,2,2-trifluoroethoxy)pyrazine-2-carboxylic acid). RXN SMILES: [CH3:1][O:2][C:3]1[N:4]=[C:5]([CH3:12])[C:6]([C:9]([OH:11])=[O:10])=[N:7][CH:8]=1.[F:13][C:14]([F:18])([F:17])CO>>[CH3:12][C:5]1[C:6]([C:9]([OH:11])=[O:10])=[N:7][CH:8]=[C:3]([O:2][CH2:1][C:14]([F:18])([F:17])[F:13])[N:4]=1. Procedure: The title compound was synthesized according to Intermediate 13, using 2,2,2,-trifluoroethanol (Aldrich) in Step 4. MS m/z=237 (M+H). The reactants are C1(CCCCC1)/C=C/B(O)O ((E)-(2-cyclohexylvinyl)boronic acid), BrC=1C=NC=C(C=O)C1 (5-bromonicotinaldehyde). Yields the product C1(CCCCC1)/C=C/C=1C=NC=C(C=O)C1 ((E)-5-(2-cyclohexylvinyl)nicotinaldehyde). Reaction SMILES: [CH:1]1(/[CH:7]=[CH:8]/B(O)O)[CH2:6][CH2:5][CH2:4][CH2:3][CH2:2]1.Br[C:13]1[CH:14]=[N:15][CH:16]=[C:17]([CH:20]=1)[CH:18]=[O:19]>>[CH:1]1(/[CH:7]=[CH:8]/[C:13]2[CH:14]=[N:15][CH:16]=[C:17]([CH:20]=2)[CH:18]=[O:19])[CH2:6][CH2:5][CH2:4][CH2:3][CH2:2]1. Procedure details: Coupling of (E)-(2-cyclohexylvinyl)boronic acid with 5-bromonicotinaldehyde following the method used in Example 3 gave (E)-5-(2-cyclohexylvinyl)nicotinaldehyde as a yellow oil. Yield (0.8 g, 69%); 1H NMR (400 MHz, DMSO-d6) δ 10.08 (s, 1H), 8.32 (s, 1H), 8.75 (s, 1H), 8.28 (s, 1H), 6.51-6.38 (m, 2H), 2.26-2.13 (m, 1H), 1.88-1.58 (m, 5H), 1.42-1.18 (m, 5H). Starting materials: ClCl (chlorine), C=C1CC(=O)O1 (diketene), C(C)OC(CN)=O (glycine ethyl ester). Run in C(Cl)Cl (CH2Cl2), C(Cl)Cl (CH2Cl2). Conditions: temperature -30 celsius, time 30 minute. Product: ClCC(CC(=O)NCC(=O)OCC)O (Ethyl 2-(4-chloro-3-hydroxybutanamido)acetate). As a reaction SMILES: [CH2:1]=[C:2]1[O:6][C:4](=[O:5])[CH2:3]1.[Cl:7]Cl.[CH2:9]([O:11][C:12](=[O:15])[CH2:13][NH2:14])[CH3:10]>C(Cl)Cl>[Cl:7][CH2:1][CH:2]([OH:6])[CH2:3][C:4]([NH:14][CH2:13][C:12]([O:11][CH2:9][CH3:10])=[O:15])=[O:5]. Reported procedure: 5.08 ml diketene are dissolved in 40 ml CH2Cl2. The solution is cooled to -30° C. and chlorine is passed through for 90 min. The solution is then added rapidly dropwise to a solution of glycine ethyl ester in 160 ml CH2Cl2 prepared as in the preceding example. After stirring for 30 min, the solvent is evaporated in vacuo, the residue is taken up in ethyl acetate and the salts filtered off. The solvent is evaporated, the oily residue is dissolved in 150 ml ethanol, cooled in ice, and 1.26 g NaBH4... Reactants: CCOC(=O)C=CC(C)CC, CCO, [Na+], [OH-], Oc1ccc(O)cc1, S. The product is CCOC(=O)CC(S)C(C)CC. As a reaction SMILES: [CH2:1]([CH3:2])[O:3][C:4]([CH:5]=[CH:6][CH:7]([CH2:8][CH3:9])[CH3:10])=[O:11].[CH3:23][CH2:24][OH:25].[Na+:21].[OH-:20].[OH:12][c:13]1[cH:14][cH:15][c:16]([OH:17])[cH:18][cH:19]1.[SH2:22]>>[CH2:1]([CH3:2])[O:3][C:4]([CH2:5][CH:6]([CH:7]([CH2:8][CH3:9])[CH3:10])[SH:22])=[O:11].